From a dataset of the Open Reaction Database (ORD), a public repository of structured organic reaction records. describe an organic reaction: reactants, conditions, products, and yield The reactants are C(C1=CC=CC=C1)=O (benzaldehyde), Cl.C(C)(=O)OCC (hydrochloric acid ethyl acetate), C(C1=CC=CC=C1)N[C@H]1[C@@H](C1)C1=CC=C(C=C1)NC(C1=CC(=CC=C1)OCC1=CC=CC=C1)=O (N-{4-[trans-2-(benzylamino)cyclopropyl]phenyl}-3-(benzyloxy)benzamide). Yields the product Cl.N[C@H]1[C@@H](C1)C1=CC=C(C=C1)NC(C1=CC(=CC=C1)OCC1=CC=CC=C1)=O (N-[4-(trans-2-aminocyclopropyl)phenyl]-3-(benzyloxy)benzamide hydrochloride). RXN SMILES: [ClH:1].C(OCC)(=O)C.C([NH:15][C@@H:16]1[CH2:18][C@H:17]1[C:19]1[CH:24]=[CH:23][C:22]([NH:25][C:26](=[O:41])[C:27]2[CH:32]=[CH:31][CH:30]=[C:29]([O:33][CH2:34][C:35]3[CH:40]=[CH:39][CH:38]=[CH:37][CH:36]=3)[CH:28]=2)=[CH:21][CH:20]=1)C1C=CC=CC=1.C(=O)C1C=CC=CC=1>>[ClH:1].[NH2:15][C@@H:16]1[CH2:18][C@H:17]1[C:19]1[CH:24]=[CH:23][C:22]([NH:25][C:26](=[O:41])[C:27]2[CH:32]=[CH:31][CH:30]=[C:29]([O:33][CH2:34][C:35]3[CH:36]=[CH:37][CH:38]=[CH:39][CH:40]=3)[CH:28]=2)=[CH:21][CH:20]=1 |f:0.1,4.5|. Reported procedure: By a method similar to Example 1, Step C, 4N hydrochloric acid/ethyl acetate solution was added to N-{4-[trans-2-(benzylamino)cyclopropyl]phenyl}-3-(benzyloxy)benzamide obtained from N-[4-(trans-2-aminocyclopropyl)phenyl]-3-(benzyloxy)benzamide hydrochloride (109 mg) and benzaldehyde (29.3 μL), and the resulting solid was collected by filtration to give the title compound (96.1 mg). Starting materials: C(C=1C(O)=CC=CC1)(=O)NO (Salicylhydroxamic acid), C(C)OC(CCCCl)OCC (4-chlorobutyraldehyde diethyl acetal), ice water. Solvent: C(C)(=O)O (acetic acid). Reaction conditions: time 8 hour. The product is O1CCCC2OC3=C(C(N21)=O)C=CC=C3 (2,3,4,4a-tetrahydro-10H-1,2-oxazino(3,2-b) (1,3)benzoxazin-10-one). As a reaction SMILES: [C:1]([NH:10][OH:11])(=[O:9])[C:2]1[C:3](=[CH:5][CH:6]=[CH:7][CH:8]=1)[OH:4].C(O[CH:15](OCC)[CH2:16][CH2:17][CH2:18]Cl)C>C(O)(=O)C>[O:11]1[N:10]2[CH:18]([O:4][C:3]3[CH:5]=[CH:6][CH:7]=[CH:8][C:2]=3[C:1]2=[O:9])[CH2:17][CH2:16][CH2:15]1. Procedure: Salicylhydroxamic acid (30 g.) and 36 g. of 4-chlorobutyraldehyde diethyl acetal were allowed to react in acetic acid as described in Example 1. The reaction mixture was transferred to an ice-water mixture, stirred well, and decanted to remove the aqueous layer. The oil was washed again with water and allowed to stand at room temperature whereupon crystallization occurred. Aqueous solution of ammonium hydroxide was added, mixture was warmed and stirred and then allowed to stand overnight at room... Reaction conditions: time 3 hour. Procedure details: Compound 12 (3.00 g, 12.2 mmol) was dissolved in 25 mL of benzene and 2,3-dichloro-5,6-dicyano-1,4-benzoquinone (2.80 g, 12.2 mmol) was added slowly with stirring and stirring was continued for 3 h. The reaction mixture was filtered through a short column of alumina which was washed with dichloromethane. The solvent was evaporated from the colorless eluant and the residual product was crystallized from petroleum ether to give 2.83 g (11.6 mmol, 95%) of 18 as colorless microcrystalline plates: mp... The product is COC1=CC2=CC=C(C=C2C(=C1OC)C(C)C)C (2,3-Dimethoxy-6-methyl-4-(1-methylethyl)naphthalene). The yield is 95.1%. As a reaction SMILES: [CH3:1][O:2][C:3]1[C:4]([CH:16]([CH3:18])[CH3:17])=[C:5]2[C:10](=[CH:11][C:12]=1[O:13][CH3:14])[CH:9]=[CH:8][CH:7]([CH3:15])[CH2:6]2.ClC1C(=O)C(C#N)=C(C#N)C(=O)C=1Cl>C1C=CC=CC=1>[CH3:14][O:13][C:12]1[C:3]([O:2][CH3:1])=[C:4]([CH:16]([CH3:17])[CH3:18])[C:5]2[C:10](=[CH:9][CH:8]=[C:7]([CH3:15])[CH:6]=2)[CH:11]=1. The reactants are COC=1C(=C2CC(C=CC2=CC1OC)C)C(C)C (6,7-dimethoxy-3-methyl-5-(1-methylethyl)-3,4-dihydronaphthalene), ClC=1C(C(=C(C(C1Cl)=O)C#N)C#N)=O (2,3-dichloro-5,6-dicyano-1,4-benzoquinone). Run in C1=CC=CC=C1 (benzene). The reactants are CC(C)(C)OC(=O)N1CCC(CO)C(NCc2ccccc2)C1, CCO. The product is CC(C)(C)OC(=O)N1CCC(CO)C(N)C1. RXN SMILES: [CH2:1]([c:2]1[cH:3][cH:4][cH:5][cH:6][cH:7]1)[NH:8][CH:9]1[CH2:10][N:11]([C:17](=[O:18])[O:19][C:20]([CH3:21])([CH3:22])[CH3:23])[CH2:12][CH2:13][CH:14]1[CH2:15][OH:16].[CH3:24][CH2:25][OH:26]>>[NH2:8][CH:9]1[CH2:10][N:11]([C:17](=[O:18])[O:19][C:20]([CH3:21])([CH3:22])[CH3:23])[CH2:12][CH2:13][CH:14]1[CH2:15][OH:16]. Reactants: NC=1C(=CC(=C(C1)O)F)F (5-amino-2,4-difluorophenol), CC(C)([O-])C.[K+] (potassium t-butoxide), ClC=1C=NC=C(C1)Cl (3,5-dichloropyridine), C([O-])([O-])=O.[K+].[K+] (potassium carbonate). Solvent: CS(=O)C (DMSO), O (Water). Conditions: temperature 190 celsius, time 1 hour. Product: ClC=1C=C(C=NC1)OC=1C(=CC(=C(C1)N)F)F (5-(5-chloropyridin-3-yloxy)-2,4-difluorobenzenamine). Isolated yield 65.9%. As a reaction SMILES: [NH2:1][C:2]1[C:3]([F:10])=[CH:4][C:5]([F:9])=[C:6]([OH:8])[CH:7]=1.CC(C)([O-])C.[K+].[Cl:17][C:18]1[CH:19]=[N:20][CH:21]=[C:22](Cl)[CH:23]=1.C(=O)([O-])[O-].[K+].[K+]>CS(C)=O.O>[Cl:17][C:18]1[CH:23]=[C:22]([O:8][C:6]2[C:5]([F:9])=[CH:4][C:3]([F:10])=[C:2]([NH2:1])[CH:7]=2)[CH:21]=[N:20][CH:19]=1 |f:1.2,4.5.6|. Reported procedure: To a solution of 5-amino-2,4-difluorophenol (0.3 g, 2.07 mmol) in DMSO (2 mL) was added potassium t-butoxide (0.23 g, 2.07 mmol) at RT. After stirring for 1 h, 3,5-dichloropyridine (0.37 g, 2.5 mmol) and potassium carbonate (0.14 g, 1 mmol) were added and the mixture was heated to 190° C. for 1 h in microwave reactor. Water (30 mL) was added, and the product was extracted with EtOAc (2×35 mL) and the combined organic layers were washed with brine solution, dried (Na2SO4), concentrated in vacuo a...